Dataset: the Open Reaction Database (ORD), a public repository of structured organic reaction records. Task: describe an organic reaction: reactants, conditions, products, and yield The reactants are S(=O)(=O)([O-])[O-].[Mg+2] (magnesium sulfate), C(C)(=O)O[BH-](OC(C)=O)OC(C)=O.[Na+] (Sodium triacetoxyborohydride), C(C1=CC=CC=C1)(C1=CC=CC=C1)(C1=CC=CC=C1)N1C(=NC=C1)C=O (N-tritylimidazole-2-carboxaldehyde), C(C1=CC=CC=C1)N (Benzylamine). Run in C1(=CC=CC=C1)C (toluene), O.C(C)(=O)OCC (water ethyl acetate). Reaction conditions: temperature 0 celsius. Product: C(C1=CC=CC=C1)NCC=1N(C=CN1)C(C1=CC=CC=C1)(C1=CC=CC=C1)C1=CC=CC=C1 (benzyl((1-(triphenylmethyl)imidazol-2-yl)methyl)amine). The yield is 76.8%. Reaction SMILES: [C:1]([N:20]1[CH:24]=[CH:23][N:22]=[C:21]1[CH:25]=O)([C:14]1[CH:19]=[CH:18][CH:17]=[CH:16][CH:15]=1)([C:8]1[CH:13]=[CH:12][CH:11]=[CH:10][CH:9]=1)[C:2]1[CH:7]=[CH:6][CH:5]=[CH:4][CH:3]=1.S([O-])([O-])(=O)=O.[Mg+2].[CH2:33]([NH2:40])[C:34]1[CH:39]=[CH:38][CH:37]=[CH:36][CH:35]=1.C(O[BH-](OC(=O)C)OC(=O)C)(=O)C.[Na+]>C1(C)C=CC=CC=1.O.C(OCC)(=O)C>[CH2:33]([NH:40][CH2:25][C:21]1[N:20]([C:1]([C:14]2[CH:19]=[CH:18][CH:17]=[CH:16][CH:15]=2)([C:8]2[CH:13]=[CH:12][CH:11]=[CH:10][CH:9]=2)[C:2]2[CH:7]=[CH:6][CH:5]=[CH:4][CH:3]=2)[CH:24]=[CH:23][N:22]=1)[C:34]1[CH:39]=[CH:38][CH:37]=[CH:36][CH:35]=1 |f:1.2,4.5,7.8|. Reported procedure: N-tritylimidazole-2-carboxaldehyde (338 mg, 1 mmol, prepared according to K. L. Kirk; J.Org.Chem., 1978, 43, 4381) was dissolved in dry toluene (7 mL) and anhydrous magnesium sulfate (602 mg, 5 mmol) added with stirring under nitrogen. Benzylamine (131 μL, 1.2 mmol) was added and the solution stirred for 3.5 hr. The solids were filtered under nitrogen and the reaction concentrated. The residue is redissolved in 1,2-dichloroethane (25 mL) and cooled to 0° C. Sodium triacetoxyborohydride (1.06 g, ... The reactants are FC1=CC=C(C=C1)C(O)(C1CCNCC1)C1=CC=C(C=C1)F (α,α-bis-(p-fluorophenyl)-4-piperidinemethanol), ClCC1CN(C(O1)=O)C (5-(chloromethyl)-3-methyl-2-oxazolidinone), C([O-])([O-])=O.[Na+].[Na+] (sodium carbonate), [I-].[K+] (potassium iodide). Run in C(CCC)O (1-butanol). Product: FC1=CC=C(C=C1)C(C1CCN(CC1)CC1CN(C(O1)=O)C)(O)C1=CC=C(C=C1)F (5[[4-[Bis(4-fluorophenyl)hydroxymethyl]-1-piperidinyl]methyl]-3-methyl-2-oxazolidinone). The yield is 24.0%. RXN SMILES: [F:1][C:2]1[CH:7]=[CH:6][C:5]([C:8]([C:16]2[CH:21]=[CH:20][C:19]([F:22])=[CH:18][CH:17]=2)([CH:10]2[CH2:15][CH2:14][NH:13][CH2:12][CH2:11]2)[OH:9])=[CH:4][CH:3]=1.Cl[CH2:24][CH:25]1[O:29][C:28](=[O:30])[N:27]([CH3:31])[CH2:26]1.C(=O)([O-])[O-].[Na+].[Na+].[I-].[K+]>C(O)CCC>[F:1][C:2]1[CH:7]=[CH:6][C:5]([C:8]([C:16]2[CH:17]=[CH:18][C:19]([F:22])=[CH:20][CH:21]=2)([OH:9])[CH:10]2[CH2:11][CH2:12][N:13]([CH2:24][CH:25]3[O:29][C:28](=[O:30])[N:27]([CH3:31])[CH2:26]3)[CH2:14][CH2:15]2)=[CH:4][CH:3]=1 |f:2.3.4,5.6|. Reported procedure: This compound was prepared according to the procedure of Example 1. A mixture of 4.6 g (0.015 mole) of α,α-bis-(p-fluorophenyl)-4-piperidinemethanol, 2.2 g (0.015 mole) of 5-(chloromethyl)-3-methyl-2-oxazolidinone, 5.3 g (0.05 mole) of anhydrous sodium carbonate and 0.4 g of potassium iodide in 100 ml of 1-butanol gave a gum as residue. The gum was purified by column chromatography on 50 g of Florisil®. Fractions eluted with 5-20% acetone in benzene were combined and concentrated to give a solid... The reactants are ClC1=CC=C2C(=N1)CN(C2)C(=O)C2=C(C=CC(=C2)S(=O)(=O)C)O[C@H](C(F)(F)F)C ((2-Chloro-5,7-dihydro-pyrrolo[3,4-b]pyridin-6-yl)-[5-methanesulfonyl-2-((S)-2,2,2-trifluoro-1-methyl-ethoxy)-phenyl]-methanone), C(CCC)[Sn](C1=CC=C(C=C1)F)(CCCC)CCCC (tributyl(4-fluorophenyl)stannane). Product: FC1=CC=C(C=C1)C1=CC=C2C(=N1)CN(C2)C(=O)C2=C(C=CC(=C2)S(=O)(=O)C)O[C@H](C(F)(F)F)C ([2-(4-Fluoro-phenyl)-5,7-dihydro-pyrrolo[3,4-b]pyridin-6-yl]-[5-methanesulfonyl-2-((S)-2,2,2-trifluoro-1-methyl-ethoxy)-phenyl]-methanone). Reaction SMILES: Cl[C:2]1[N:7]=[C:6]2[CH2:8][N:9]([C:11]([C:13]3[CH:18]=[C:17]([S:19]([CH3:22])(=[O:21])=[O:20])[CH:16]=[CH:15][C:14]=3[O:23][C@@H:24]([CH3:29])[C:25]([F:28])([F:27])[F:26])=[O:12])[CH2:10][C:5]2=[CH:4][CH:3]=1.C([Sn](CCCC)(CCCC)[C:35]1[CH:40]=[CH:39][C:38]([F:41])=[CH:37][CH:36]=1)CCC>>[F:41][C:38]1[CH:39]=[CH:40][C:35]([C:2]2[N:7]=[C:6]3[CH2:8][N:9]([C:11]([C:13]4[CH:18]=[C:17]([S:19]([CH3:22])(=[O:21])=[O:20])[CH:16]=[CH:15][C:14]=4[O:23][C@@H:24]([CH3:29])[C:25]([F:26])([F:27])[F:28])=[O:12])[CH2:10][C:5]3=[CH:4][CH:3]=2)=[CH:36][CH:37]=1. Procedure details: Prepared in analogy to Example A54(a) from (2-chloro-5,7-dihydro-pyrrolo[3,4-b]pyridin-6-yl)-[5-methanesulfonyl-2-((S)-2,2,2-trifluoro-1-methyl-ethoxy)-phenyl]-methanone (Example C4) and tributyl(4-fluorophenyl)stannane. White solid. MS (m/e): 509.1 [M+H]+, 100%). The reactants are Oc1ccc(Br)c(O)c1, O=C([O-])[O-], CC(C)=O, CCOCC, CC(C)I, [K+], [K+]. The product is CC(C)Oc1cc(O)ccc1Br. As a reaction SMILES: [Br:1][c:2]1[c:3]([OH:9])[cH:4][c:5]([OH:8])[cH:6][cH:7]1.[C:10](=[O:11])([O-:12])[O-:13].[CH3:20][C:21](=[O:22])[CH3:23].[CH3:24][CH2:25][O:26][CH2:27][CH3:28].[I:16][CH:17]([CH3:18])[CH3:19].[K+:14].[K+:15]>>[Br:1][c:2]1[c:3]([O:9][CH:17]([CH3:18])[CH3:19])[cH:4][c:5]([OH:8])[cH:6][cH:7]1. Starting materials: NC1=NC(=NN1)N1CCCCC1 (5-amino-3-piperidino-1H-1,2,4-triazole), O=C1C(SCCC1)C(=O)OCC (ethyl 3-oxo-3,4,5,6-tetrahydro-2H-thiopyrane-2-carboxylate). Solvent: C(C)(=O)O (acetic acid), O (water). Reaction conditions: time 10 minute. Product: N1(CCCCC1)C1=NN2C(NC3=C(C2=O)SCCC3)=N1 (2-piperidino-5,7,8,9-tetrahydrothiopyrano[3,2-d]-1,2,4-triazolo[1,5-a]pyrimidine-5(10H)-one). The yield is 80.0%. Reaction SMILES: [NH2:1][C:2]1[NH:6][N:5]=[C:4]([N:7]2[CH2:12][CH2:11][CH2:10][CH2:9][CH2:8]2)[N:3]=1.O=[C:14]1[CH2:19][CH2:18][CH2:17][S:16][CH:15]1[C:20](OCC)=[O:21]>C(O)(=O)C.O>[N:7]1([C:4]2[N:3]=[C:2]3[NH:1][C:14]4[CH2:19][CH2:18][CH2:17][S:16][C:15]=4[C:20](=[O:21])[N:6]3[N:5]=2)[CH2:12][CH2:11][CH2:10][CH2:9][CH2:8]1. Procedure details: 16.7 g (0.1 mole) of 5-amino-3-piperidino-1H-1,2,4-triazole are dissolved in 10 ml of acetic acid and 18.8 g (0.1 mole) of ethyl 3-oxo-3,4,5,6-tetrahydro-2H-thiopyrane-2-carboxylate are added, then the reaction mixture is boiled for 10 minutes. The thick crystal mass thus obtained is diluted with 100 ml of water, the precipitated product is filtered off, washed with i-propanol and recrystallized from dimethylformamide. Thus 23.3 g (82.2%) of 2-piperidino-5,7,8,9-tetrahydrothiopyrano[3,2-d]-1,2,4... The product is O=C(O)C=Cc1ccc(C(=C2CCCCC2)c2ccc(O)cc2)cc1F. Starting materials: CC(C)(C)OC(=O)C=Cc1ccc(C(=C2CCCCC2)c2ccc(O)cc2)cc1F, ClCCl, O=C(O)C(F)(F)F. Reaction SMILES: [C:8]1(=[C:14]([c:15]2[cH:16][c:17]([F:30])[c:18]([CH:21]=[CH:22][C:23](=[O:24])[O:25][C:26]([CH3:27])([CH3:28])[CH3:29])[cH:19][cH:20]2)[c:31]2[cH:32][cH:33][c:34]([OH:37])[cH:35][cH:36]2)[CH2:9][CH2:10][CH2:11][CH2:12][CH2:13]1.[Cl:38][CH2:39][Cl:40].[OH:1][C:2]([C:3]([F:4])([F:5])[F:6])=[O:7]>>[C:8]1(=[C:14]([c:15]2[cH:16][c:17]([F:30])[c:18]([CH:21]=[CH:22][C:23](=[O:24])[OH:25])[cH:19][cH:20]2)[c:31]2[cH:32][cH:33][c:34]([OH:37])[cH:35][cH:36]2)[CH2:9][CH2:10][CH2:11][CH2:12][CH2:13]1. The product is C(C)(=O)ON=C(C(=O)N[C@H]1[C@@H]2N(C(=C(CS2)COC(C)=O)C(=O)O)C1=O)C1=CC=CC=C1 (7β(2-Acetoxyimino-2-phenylacetamido)-3-acetoxymethyl-ceph-3-em-4-carboxylic acid). The solvent is C(Cl)Cl (methylene chloride). Isolated yield 62.0%. Reported procedure: To a solution of acetyl chloride (8 ml.) in methylene chloride (8 ml.) was added 3-acetoxymethyl-7β-(2-hydroxyimino-2-phenylacetamido)-ceph-3-em-4-carboxylic acid (syn-isomer) (500 mg.) in portions over ten minutes with vigorous stirring at room temperature. A gem formed, and ethyl acetate (8 ml.) was added to achieve solution. After stirring for two hours at room temperature, the mixture was added slowly to petroleum spirit (300 ml.) with vigorous stirring. The precipitate was filtered off, was... As a reaction SMILES: [C:1](Cl)(=[O:3])[CH3:2].[C:5]([O:8][CH2:9][C:10]1[CH2:11][S:12][C@@H:13]2[C@H:20]([NH:21][C:22](=[O:32])[C:23](=[N:30][OH:31])[C:24]3[CH:29]=[CH:28][CH:27]=[CH:26][CH:25]=3)[C:19](=[O:33])[N:14]2[C:15]=1[C:16]([OH:18])=[O:17])(=[O:7])[CH3:6].C(OCC)(=O)C>C(Cl)Cl>[C:1]([O:31][N:30]=[C:23]([C:24]1[CH:29]=[CH:28][CH:27]=[CH:26][CH:25]=1)[C:22]([NH:21][C@@H:20]1[C:19](=[O:33])[N:14]2[C:15]([C:16]([OH:18])=[O:17])=[C:10]([CH2:9][O:8][C:5](=[O:7])[CH3:6])[CH2:11][S:12][C@H:13]12)=[O:32])(=[O:3])[CH3:2]. The reactants are C(C)(=O)Cl (acetyl chloride), C(C)(=O)OCC=1CS[C@H]2N(C1C(=O)O)C([C@H]2NC(C(C2=CC=CC=C2)=NO)=O)=O (3-acetoxymethyl-7β-(2-hydroxyimino-2-phenylacetamido)-ceph-3-em-4-carboxylic acid), petroleum spirit, C(C)(=O)OCC (ethyl acetate). The reactants are ClCCl, CC(C)c1nnc2ccc(-c3cnn(CCN)c3-c3ccc(F)cc3F)nn12, O=C=NC1CC1c1ccccc1. Yields the product CC(C)c1nnc2ccc(-c3cnn(CCNC(=O)NC4CC4c4ccccc4)c3-c3ccc(F)cc3F)nn12. As a reaction SMILES: [Cl:41][CH2:42][Cl:43].[F:1][c:2]1[c:3](-[c:9]2[c:10](-[c:17]3[cH:18][cH:19][c:20]4[n:21]([n:22]3)[c:23]([CH:26]([CH3:27])[CH3:28])[n:24][n:25]4)[cH:11][n:12][n:13]2[CH2:14][CH2:15][NH2:16])[cH:4][cH:5][c:6]([F:8])[cH:7]1.[c:29]1([CH:35]2[CH:36]([N:38]=[C:39]=[O:40])[CH2:37]2)[cH:30][cH:31][cH:32][cH:33][cH:34]1>>[F:1][c:2]1[c:3](-[c:9]2[c:10](-[c:17]3[cH:18][cH:19][c:20]4[n:21]([n:22]3)[c:23]([CH:26]([CH3:27])[CH3:28])[n:24][n:25]4)[cH:11][n:12][n:13]2[CH2:14][CH2:15][NH:16][C:39]([NH:38][CH:36]2[CH:35]([c:29]3[cH:30][cH:31][cH:32][cH:33][cH:34]3)[CH2:37]2)=[O:40])[cH:4][cH:5][c:6]([F:8])[cH:7]1.